From a dataset of the Open Reaction Database (ORD), a public repository of structured organic reaction records. describe an organic reaction: reactants, conditions, products, and yield Reactants: ClC=1C=C2C(=CNC2=CC1)CCNC(C1=CC(=CC=C1)CCl)=O (N-(2-(5-chloro-1H-indol-3-yl)ethyl)-3-(chloromethyl)benzamide), C1(CCCCC1)N (cyclohexanamine), [I-].[Na+] (sodium iodide). The solvent is C1CCOC1 (THF). The product is eluent, ClC=1C=C2C(=CNC2=CC1)CCNC(C1=CC(=CC=C1)CNC1CCCCC1)=O (N-(2-(5-Chloro-1H-indol-3-yl)ethyl)-3-((cyclohexylamino)methyl)benzamide). Yield: 59.3%. Reaction SMILES: [Cl:1][C:2]1[CH:3]=[C:4]2[C:8](=[CH:9][CH:10]=1)[NH:7][CH:6]=[C:5]2[CH2:11][CH2:12][NH:13][C:14](=[O:23])[C:15]1[CH:20]=[CH:19][CH:18]=[C:17]([CH2:21]Cl)[CH:16]=1.[CH:24]1([NH2:30])[CH2:29][CH2:28][CH2:27][CH2:26][CH2:25]1.[I-].[Na+]>C1COCC1>[Cl:1][C:2]1[CH:3]=[C:4]2[C:8](=[CH:9][CH:10]=1)[NH:7][CH:6]=[C:5]2[CH2:11][CH2:12][NH:13][C:14](=[O:23])[C:15]1[CH:20]=[CH:19][CH:18]=[C:17]([CH2:21][NH:30][CH:24]2[CH2:29][CH2:28][CH2:27][CH2:26][CH2:25]2)[CH:16]=1 |f:2.3|. Procedure: N-(2-(5-Chloro-1H-indol-3-yl)ethyl)-3-((cyclohexylamino)methyl)benzamide was prepared following Method C starting from N-(2-(5-chloro-1H-indol-3-yl)ethyl)-3-(chloromethyl)benzamide (0.050 g; 0.144 mmol), cyclohexanamine (0.057 mL; 0.5 mmol), and sodium iodide (0.015 g; 0.1 mmol) in THF (3 mL), under a microwave irradiation at 150° C. for 5 minutes. Flash chromatography on silica gel (eluent 0 to 10% methanol in dichloromethane) furnished 0.035 g (58%) of the title compound as a white solid. Starting materials: CC(C)(C)OC(=O)CBr, CCCC[N+](CCCC)(CCCC)CCCC, [Cl-], Cc1cccc(Cl)c1S(=O)(=O)N(CCO)C1CC1, ClCCl, [Na+], [OH-]. The product is Cc1cccc(Cl)c1S(=O)(=O)N(CCOCC(=O)OC(C)(C)C)C1CC1. RXN SMILES: [Br:21][CH2:22][C:23](=[O:24])[O:25][C:26]([CH3:27])([CH3:28])[CH3:29].[CH3:34][CH2:35][CH2:36][CH2:37][N+:38]([CH2:39][CH2:40][CH2:41][CH3:42])([CH2:43][CH2:44][CH2:45][CH3:46])[CH2:47][CH2:48][CH2:49][CH3:50].[Cl-:33].[Cl:1][c:2]1[c:3]([S:9](=[O:10])(=[O:11])[N:12]([CH2:13][CH2:14][OH:15])[CH:16]2[CH2:17][CH2:18]2)[c:4]([CH3:8])[cH:5][cH:6][cH:7]1.[Cl:30][CH2:31][Cl:32].[Na+:20].[OH-:19]>>[Cl:1][c:2]1[c:3]([S:9](=[O:10])(=[O:11])[N:12]([CH2:13][CH2:14][O:15][CH2:22][C:23](=[O:24])[O:25][C:26]([CH3:27])([CH3:28])[CH3:29])[CH:16]2[CH2:17][CH2:18]2)[c:4]([CH3:8])[cH:5][cH:6][cH:7]1. Starting materials: CCO, CCOC(=O)Cc1cc([N+](=O)[O-])c(F)cc1Cl. Yields the product CCOC(=O)Cc1cc(N)c(F)cc1Cl. Reaction SMILES: [CH3:18][CH2:19][OH:20].[Cl:1][c:2]1[c:3]([CH2:12][C:13](=[O:14])[O:15][CH2:16][CH3:17])[cH:4][c:5]([N+:9]([O-:10])=[O:11])[c:6]([F:8])[cH:7]1>>[Cl:1][c:2]1[c:3]([CH2:12][C:13](=[O:14])[O:15][CH2:16][CH3:17])[cH:4][c:5]([NH2:9])[c:6]([F:8])[cH:7]1. Reactants: CCOC(=O)CC(=O)C(C)C, ClCCl, O=S(=O)(Cl)Cl. Product: CCOC(=O)C(Cl)C(=O)C(C)C. Reaction SMILES: [CH2:6]([CH3:7])[O:8][C:9]([CH2:10][C:11]([CH:12]([CH3:13])[CH3:14])=[O:15])=[O:16].[Cl:17][CH2:18][Cl:19].[S:1]([Cl:2])(=[O:3])([Cl:4])=[O:5]>>[Cl:4][CH:10]([C:9]([O:8][CH2:6][CH3:7])=[O:16])[C:11]([CH:12]([CH3:13])[CH3:14])=[O:15]. Reactants: 12.9, ClC1=CC=C(C(=C1C(=O)O)NC1=CC=C(C=C1)OC)[N+](=O)[O-] (6-chloro-2[(4-methoxyphenyl)amino]-3-nitrobenzoic acid), P(=O)(Cl)(Cl)Cl (phosphorus oxychloride). Solvent: ClC1=CC=CC=C1 (chlorobenzene). The product is ClC1=CC=C(C2=NC3=CC=C(C=C3C(=C12)Cl)OC)[N+](=O)[O-] (1,9-Dichloro-7-methoxy-4-nitroacridine). As a reaction SMILES: [Cl:1][C:2]1[C:7]([C:8](O)=O)=[C:6]([NH:11][C:12]2[CH:17]=[CH:16][C:15]([O:18][CH3:19])=[CH:14][CH:13]=2)[C:5]([N+:20]([O-:22])=[O:21])=[CH:4][CH:3]=1.P(Cl)(Cl)([Cl:25])=O>ClC1C=CC=CC=1>[Cl:1][C:2]1[C:7]2[C:6](=[N:11][C:12]3[C:17]([C:8]=2[Cl:25])=[CH:16][C:15]([O:18][CH3:19])=[CH:14][CH:13]=3)[C:5]([N+:20]([O-:22])=[O:21])=[CH:4][CH:3]=1. Reported procedure: A stirred mixture of 12.9 of 6-chloro-2[(4-methoxyphenyl)amino]-3-nitrobenzoic acid, 25 ml of chlorobenzene and 50 ml of phosphorus oxychloride is heated to reflux temperature over a period of one hour, and held under reflux for 4.5 hours. The mixture is allowed to cool, the precipitate collected, providing the yellow title compound, mp 243-246 degrees after recrystallization from toluene.